Dataset: the Open Reaction Database (ORD), a public repository of structured organic reaction records. Task: describe an organic reaction: reactants, conditions, products, and yield The reactants are CN(C)C=O, Cc1c(Cl)nn2ccnc2c1C, [H-], [Na+], CC(C)(CO)CS(N)(=O)=O. Product: Cc1c(OCC(C)(C)CS(N)(=O)=O)nn2ccnc2c1C. Reaction SMILES: [CH3:25][N:26]([CH3:27])[CH:28]=[O:29].[Cl:13][c:14]1[c:15]([CH3:24])[c:16]([CH3:23])[c:17]2[n:18]([n:19]1)[cH:20][cH:21][n:22]2.[H-:1].[Na+:2].[OH:3][CH2:4][C:5]([CH2:6][S:7](=[O:8])(=[O:9])[NH2:10])([CH3:11])[CH3:12]>>[O:3]([CH2:4][C:5]([CH2:6][S:7](=[O:8])(=[O:9])[NH2:10])([CH3:11])[CH3:12])[c:14]1[c:15]([CH3:24])[c:16]([CH3:23])[c:17]2[n:18]([n:19]1)[cH:20][cH:21][n:22]2. The reactants are COc1ccc2ccccc2c1 (substrate), [Li]C=CCCCCCCCC (effective_coupling_partner). The reagents and catalysts are SIMes. Run at temperature 25 celsius, time 12 hour. Yields the product CCCCCCCC/C=C/c1ccc2ccccc2c1. Product: C=C(CCCNC(=O)OCc1ccc(OC)cc1)C(=O)O. RXN SMILES: [CH2:2]=[C:3]([C:4](=[O:5])[OH:6])[CH2:7][CH2:8][CH2:9][NH2:10].[CH3:12][O:13][c:14]1[cH:15][cH:16][c:17]([CH2:18][O:19][C:20](=[O:21])[N:22]=[N+:23]=[N-:24])[cH:25][cH:26]1.[ClH:1].[O:27]1[CH2:28][CH2:29][O:30][CH2:31][CH2:32]1.[OH2:11]>>[CH2:2]=[C:3]([C:4](=[O:5])[OH:6])[CH2:7][CH2:8][CH2:9][NH:10][C:20]([O:19][CH2:18][c:17]1[cH:16][cH:15][c:14]([O:13][CH3:12])[cH:26][cH:25]1)=[O:21]. Reactants: C=C(CCCN)C(=O)O, COc1ccc(COC(=O)N=[N+]=[N-])cc1, Cl, C1COCCO1, O. The reactants are ice water, ClC1=C(C=NC2=CC(=C(C=C12)OCC)OCC)C#N (4-chloro-6,7-diethoxy-quinoline-3-carbonitrile), O1CCOC2=C1C=CC(=C2)N (1,4-Benzodioxane-6-amine), C([O-])([O-])=O.[Na+].[Na+] (sodium carbonate). Solvent: COCCO (2-methoxyethanol). Run at temperature 100 celsius. Yields the product O1CCOC2=C1C=CC(=C2)NC2=C(C=NC1=CC(=C(C=C21)OCC)OCC)C#N (4-(2,3-Dihydro-benzo[1,4]dioxin-6-ylamino)-6,7-diethoxy-quinoline-3-carbonitrile). The yield is 93.0%. RXN SMILES: Cl[C:2]1[C:11]2[C:6](=[CH:7][C:8]([O:15][CH2:16][CH3:17])=[C:9]([O:12][CH2:13][CH3:14])[CH:10]=2)[N:5]=[CH:4][C:3]=1[C:18]#[N:19].[O:20]1[C:25]2[CH:26]=[CH:27][C:28]([NH2:30])=[CH:29][C:24]=2[O:23][CH2:22][CH2:21]1.C(=O)([O-])[O-].[Na+].[Na+]>COCCO>[O:20]1[C:25]2[CH:26]=[CH:27][C:28]([NH:30][C:2]3[C:11]4[C:6](=[CH:7][C:8]([O:15][CH2:16][CH3:17])=[C:9]([O:12][CH2:13][CH3:14])[CH:10]=4)[N:5]=[CH:4][C:3]=3[C:18]#[N:19])=[CH:29][C:24]=2[O:23][CH2:22][CH2:21]1 |f:2.3.4|. Reported procedure: A solution of 400 mg (1.44 mM) of 4-chloro-6,7-diethoxy-quinoline-3-carbonitrile and 232 mg (1.54 mM) of 1,4-Benzodioxane-6-amine in 15 ml of 2-methoxyethanol was refluxed for 3 hours. To the warm solution was added 1 ml of 1M sodium carbonate and the sample was heated for 5 minutes at 100° C., then poured into 300 ml of ice water. The solid was collected, washed with water followed by ether and dried under vacuum at 80° C. to yield 526 mg of 4-(2,3-Dihydro-benzo[1,4]dioxin-6-ylamino)-6,7-dietho... Starting materials: CC(C)([O-])C.[K+] (potassium t-butoxide), C(C)(=O)OC(C)=O (acetic anhydride), N1=CC=CC=C1 (pyridine), C[C@]12CC[C@@H]3C=4C=CC(=CC4CC=C3[C@@H]1CCC2=O)O (equilin), Cl (hydrochloric acid), Cl (hydrochloric acid). RXN SMILES: [CH3:1]C(C)([O-])C.[K+].[CH3:7][C@@:8]12[C:24](=O)[CH2:23][CH2:22][C@H:21]1[C:20]1[C@@H:11]([C:12]3[CH:13]=[CH:14][C:15](O)=[CH:16][C:17]=3[CH2:18][CH:19]=1)CC2.Cl.N1C=CC=CC=1.[C:34]([O:37][C:38](=[O:40])[CH3:39])(=O)[CH3:35]>[Br-].C[P+](C1C=CC=CC=1)(C1C=CC=CC=1)C1C=CC=CC=1.CS(C)=O.C[C@H]1O[C@H]2[C@H](O)[C@@H](O)[C@H](OC3C4C(=CC5OCOC=5C=4)[C@@H](C4C=C(OC)C(O)=C(OC)C=4)[C@@H]4[C@@H]3COC4=O)O[C@@H]2CO1.C1COP(NCCCl)(=O)N(CCCl)C1.[NH2-].[NH2-].Cl[Pt+2]Cl>[C:38]([O:37][C:34]1[CH:15]=[CH:16][C:17]2[C@@H:12]3[C:13]([C@H:22]4[C@@:21]([CH2:20][CH2:11]3)([CH3:1])[C:8](=[CH2:7])[CH2:24][CH2:23]4)=[CH:14][CH2:19][C:18]=2[CH:35]=1)(=[O:40])[CH3:39] |f:0.1,6.7,9.10.11.12.13|. Solvent: CS(=O)C (DMSO), CS(=O)C (DMSO). Run at temperature 78 celsius, time 1 hour. Product: C(C)(=O)OC1=CC=2CC=C3[C@@H]4CCC([C@@]4(C)CC[C@@H]3C2C=C1)=C (17-Methylenestra-1,3,5(10),7-tetraen-3-yl Acetate). The reagents and catalysts are [Br-].C[P+](C1=CC=CC=C1)(C1=CC=CC=C1)C1=CC=CC=C1 (Methyltriphenylphosphonium bromide), C[C@@H]1OC[C@@H]2[C@@H](O1)[C@@H]([C@H]([C@@H](O2)OC3[C@H]4COC(=O)[C@@H]4[C@@H](C5=CC6=C(C=C35)OCO6)C7=CC(=C(C(=C7)OC)O)OC)O)O.C1CN(P(=O)(OC1)NCCCl)CCCl.[NH2-].[NH2-].Cl[Pt+2]Cl (ice-1). Reported procedure: Methyltriphenylphosphonium bromide (3.33 g, 9.32 mmol) and potassium t-butoxide (1.05 g, 9.36 mmol) suspended in 10 ml of anh. DMSO under argon was stirred 1 h in an oil bath (77-79° C.), following which equilin (500.0 mg, 1.863 mmol) in 10 ml of anh. DMSO was added via syringe. See FIG. 161. After stirring a further hour the cooled reaction mixture was poured into 50 ml of ice-1 N hydrochloric acid and extracted three times with 25 ml portions of ether. The combined organic extracts were washed... Yield: 86.0%. Reactants: C(C)(C)(C)C1=CC=C(C=C1)N1C(=C(C2=CC=CC=C12)C=O)Cl (1-(4-tert-Butylphenyl)-2-chloro-1H-indole-3-carboxaldehyde), CN1CCNCC1 (1-methyl piperazine). The product is C(C)(C)(C)C1=CC=C(C=C1)N1C(=C(C2=CC=CC=C12)C=O)N1CCN(CC1)C (1-(4-tert-butylphenyl)-2-(4-methyl-piperazin-1-yl)-1H-indole-3-carboxaldehyde). As a reaction SMILES: [C:1]([C:5]1[CH:10]=[CH:9][C:8]([N:11]2[C:19]3[C:14](=[CH:15][CH:16]=[CH:17][CH:18]=3)[C:13]([CH:20]=[O:21])=[C:12]2Cl)=[CH:7][CH:6]=1)([CH3:4])([CH3:3])[CH3:2].[CH3:23][N:24]1[CH2:29][CH2:28][NH:27][CH2:26][CH2:25]1>>[C:1]([C:5]1[CH:10]=[CH:9][C:8]([N:11]2[C:19]3[C:14](=[CH:15][CH:16]=[CH:17][CH:18]=3)[C:13]([CH:20]=[O:21])=[C:12]2[N:27]2[CH2:28][CH2:29][N:24]([CH3:23])[CH2:25][CH2:26]2)=[CH:7][CH:6]=1)([CH3:4])([CH3:3])[CH3:2]. Reported procedure: 1-(4-tert-Butylphenyl)-2-chloro-1H-indole-3-carboxaldehyde is reacted with 1-methyl piperazine as described in Step 2 of Example 29 to afford 1-(4-tert-butylphenyl)-2-(4-methyl-piperazin-1-yl)-1H-indole-3-carboxaldehyde as a light brown solid. TLC (silica gel, ethyl acetate-16.5% methanol-0.8% 7N methanolic ammonia); Rf 0.23; ESI/MS 376 (M+H), RT 3.4 min; NMR 10.14 (1H, s); 8.12 (1H, d, J=9 Hz); 7.67 (2H, d); 7.45 (2H, d); 7.19 (2H, m); 6.92 (1H, d, J=6 Hz); 3.26 (4H, m); 2.18 (7H, m); 1.37 (9H,... The reactants are C(C1=CC=CC=C1)OC(=O)N1CCN2CCN(CCN(CC1)CCC2)C(=O)OCC2=CC=CC=C2 (4,10-bis-(benzyloxycarbonyl)-1,4,7,10-tetraazabicyclo[5.5.3]pentadecane). Run in CCO (EtOH). The product is C=CC (propylene), N12CCNCCN(CCNCC1)CCC2 (1,4,7,10-tetraazabicyclo[5.5.3]pentadecane). RXN SMILES: [CH2:1](OC([N:11]1[CH2:22][CH2:21][N:20]2[CH2:23][CH2:24][CH2:25][N:14]([CH2:15][CH2:16][N:17](C(OCC3C=CC=CC=3)=O)[CH2:18][CH2:19]2)[CH2:13][CH2:12]1)=O)[C:2]1C=CC=C[CH:3]=1>CCO>[CH2:1]=[CH:2][CH3:3].[N:14]12[CH2:25][CH2:24][CH2:23][N:20]([CH2:21][CH2:22][NH:11][CH2:12][CH2:13]1)[CH2:19][CH2:18][NH:17][CH2:16][CH2:15]2. Procedure: The synthetic intermediate 3 was deprotected by catalytic hydrogenation in EtOH solvent to give propylene cross-bridged cyclen 4. The precursor, propylene cross-bridged cyclen (1,4,7,10-tetraazabicyclo[5.5.3]pentadecane) with bis(t-butyl ester) pendant arms, being dialkylated with t-butyl bromoacetate and convenient to handle, was produced with high yield (85%) enough to be quantitated. The synthetic intermediate 5 was deprotected with trifluoroacetic acid in dichloromethane to give PCB-DO2A 6 a...